From a dataset of the Open Reaction Database (ORD), a public repository of structured organic reaction records. describe an organic reaction: reactants, conditions, products, and yield Starting materials: C1CCOC1, CCOCC, COC(=O)C(=O)c1cccs1, [Mg+]C1CCCCC1, [Cl-], [Cl-], [NH4+]. Yields the product COC(=O)C(O)(c1cccs1)C1CCCCC1. RXN SMILES: [CH2:27]1[O:28][CH2:29][CH2:30][CH2:31]1.[CH3:22][CH2:23][O:24][CH2:25][CH3:26].[CH3:9][O:10][C:11]([C:12]([c:13]1[s:14][cH:15][cH:16][cH:17]1)=[O:18])=[O:19].[CH:2]1([Mg+:8])[CH2:3][CH2:4][CH2:5][CH2:6][CH2:7]1.[Cl-:1].[Cl-:20].[NH4+:21]>>[CH:2]1([C:12]([C:11]([O:10][CH3:9])=[O:19])([c:13]2[s:14][cH:15][cH:16][cH:17]2)[OH:18])[CH2:3][CH2:4][CH2:5][CH2:6][CH2:7]1. Reaction SMILES: [Br:1][c:2]1[cH:3][c:4]2[c:9]([cH:10][c:11]1[O:12][CH3:13])[O:8][C:7]([CH3:14])([CH3:15])[CH2:6][C:5]2=[O:16].[CH2:28]([Cl:29])[Cl:30].[S:17]([Cl:18])(=[O:19])([Cl:20])=[O:21].[cH:22]1[cH:23][cH:24][n:25][cH:26][cH:27]1>>[Br:1][c:2]1[cH:3][c:4]2[c:9]([c:10]([Cl:20])[c:11]1[O:12][CH3:13])[O:8][C:7]([CH3:14])([CH3:15])[CH2:6][C:5]2=[O:16]. The reactants are COc1cc2c(cc1Br)C(=O)CC(C)(C)O2, ClCCl, O=S(=O)(Cl)Cl, c1ccncc1. The product is COc1c(Br)cc2c(c1Cl)OC(C)(C)CC2=O. Starting materials: C(C)(C)(C)OC(C[C@@H](CCCC1CCCCC1)C1=NC(=NO1)C(=O)OCC)=O (ethyl 5-{(1R)-1 -[2-(tert-butoxy)-2-oxoethyl]4-cyclohexylbutyl}-1,2,4-oxadiazole-3-carboxylate), N1CC(C1)C(=O)O (3-azetidine carboxylic acid), C([O-])([O-])=O.[K+].[K+] (potassium carbonate), Cl (hydrochloric acid). Solvent: CS(=O)C (dimethylsulphoxide), O (water). Run at temperature 95 celsius. Yields the product C(C)(C)(C)OC(C[C@@H](CCCC1CCCCC1)C1=NC(=NO1)C(=O)N1CC(C1)C(=O)O)=O (1-[(5-{(1R)-1-[2-(tert-Butoxy)-2-oxoethyl]-4-cyclohexylbutyl}1,2,4-oxadiazol-3-yl)carbonyl]-3-azetidinecarboxylic acid). Isolated yield 54.5%. As a reaction SMILES: [C:1]([O:5][C:6](=[O:28])[CH2:7][C@H:8]([C:18]1[O:22][N:21]=[C:20]([C:23](OCC)=[O:24])[N:19]=1)[CH2:9][CH2:10][CH2:11][CH:12]1[CH2:17][CH2:16][CH2:15][CH2:14][CH2:13]1)([CH3:4])([CH3:3])[CH3:2].[NH:29]1[CH2:32][CH:31]([C:33]([OH:35])=[O:34])[CH2:30]1.C(=O)([O-])[O-].[K+].[K+].Cl>CS(C)=O.O>[C:1]([O:5][C:6](=[O:28])[CH2:7][C@H:8]([C:18]1[O:22][N:21]=[C:20]([C:23]([N:29]2[CH2:32][CH:31]([C:33]([OH:35])=[O:34])[CH2:30]2)=[O:24])[N:19]=1)[CH2:9][CH2:10][CH2:11][CH:12]1[CH2:17][CH2:16][CH2:15][CH2:14][CH2:13]1)([CH3:2])([CH3:3])[CH3:4] |f:2.3.4|. Reported procedure: A solution of ethyl 5-{(1R)-1 -[2-(tert-butoxy)-2-oxoethyl]4-cyclohexylbutyl}-1,2,4-oxadiazole-3-carboxylate (Preparation 3) (790 mg, 2.00 mmol) in dimethylsulphoxide (25 ml) was treated with 3-azetidine carboxylic acid (505 mg, 5.00 mmol) and potassium carbonate (690 mg, 5.00 mmol) and the resulting mixture was heated at 95° C. under a nitrogen atmosphere for 16 hours. The mixture was cooled and the mixture treated with hydrochloric acid (1M, 25 ml) then diluted further with water (25 ml) and e... The reactants are C(C)(C)(C)[Si](C)(C)C1=C(C(=NC(=C1F)C1=NNC2=NC=NC=C21)N2C[C@H](NCC2)[C@@](C(C)C)(O[Si](C)(C)C)C)F (tert-butyl-[2-[(3S)-3-[(1R)-1,2-dimethyl-1-trimethylsilyloxy-propyl]piperazin-1-yl]-3,5-difluoro-6-(1H-pyrazolo[3,4-d]pyrimidin-3-yl)-4-pyridyl]-dimethyl-silane), CCCC[N+](CCCC)(CCCC)CCCC.[F-] (TBAF). The solvent is CCOC(=O)C (EtOAc), C1CCOC1 (THF). Run at time 1 hour. Yields the product FC=1C(=NC(=C(C1)F)C1=NNC2=NC=NC=C21)N2C[C@H](NCC2)[C@@](C)(C(C)C)O ((R)-2-((S)-4-(3,5-difluoro-6-(1H-pyrazolo[3,4-d]pyrimidin-3-yl)pyridin-2-yl)piperazin-2-yl)-3-methylbutan-2-ol). Yield: 41.0%. Reaction SMILES: C([Si]([C:8]1[C:13]([F:14])=[C:12]([C:15]2[C:23]3[C:18](=[N:19][CH:20]=[N:21][CH:22]=3)[NH:17][N:16]=2)[N:11]=[C:10]([N:24]2[CH2:29][CH2:28][NH:27][C@H:26]([C@:30]([CH3:39])([O:34][Si](C)(C)C)[CH:31]([CH3:33])[CH3:32])[CH2:25]2)[C:9]=1[F:40])(C)C)(C)(C)C.CCCC[N+](CCCC)(CCCC)CCCC.[F-]>C1COCC1.CCOC(C)=O>[F:40][C:9]1[C:10]([N:24]2[CH2:29][CH2:28][NH:27][C@H:26]([C@:30]([OH:34])([CH:31]([CH3:32])[CH3:33])[CH3:39])[CH2:25]2)=[N:11][C:12]([C:15]2[C:23]3[C:18](=[N:19][CH:20]=[N:21][CH:22]=3)[NH:17][N:16]=2)=[C:13]([F:14])[CH:8]=1 |f:1.2|. Procedure details: To a solution of tert-butyl-[2-[(3S)-3-[(1R)-1,2-dimethyl-1-trimethylsilyloxy-propyl]piperazin-1-yl]-3,5-difluoro-6-(1H-pyrazolo[3,4-d]pyrimidin-3-yl)-4-pyridyl]-dimethyl-silane (134 mg, 0.23 mmol) in THF (3 mL) was added TBAF (1M in THF) (499.8 μL of 1 M, 0.50 mmol) and stirred at ambient temperature for 1 hour. After this time, the reaction mixture was diluted with EtOAc and the organics were washed with water (×3), brine, dried (MgSO4), filtered and concentrated in vacuo. The residue was puri... Starting materials: COCCOC (DME), Si-Thiol, BrC=1C(=NC=C(C(=O)NC2=CC=C(C=C2)OC(F)(F)F)C1)N1C[C@@H](CC1)O ((R)-5-Bromo-6-(3-hydroxypyrrolidin-1-yl)-N-(4-(trifluoromethoxy)phenyl)nicotinamide), CC1=NC=C(C=N1)B1OC(C(O1)(C)C)(C)C (2-methyl-5-(4,4,5,5-tetramethyl-1,3,2-dioxaborolan-2-yl)pyrimidine), C(=O)([O-])[O-].[Na+].[Na+] (Na2CO3). The reagents and catalysts are Cl[Pd]([P](C1=CC=CC=C1)(C2=CC=CC=C2)C3=CC=CC=C3)([P](C4=CC=CC=C4)(C5=CC=CC=C5)C6=CC=CC=C6)Cl (Pd(PPh3)2Cl2). The solvent is O (water), CCO (EtOH). Run at time 2 hour. Product: O[C@H]1CN(CC1)C1=NC=C(C(=O)NC2=CC=C(C=C2)OC(F)(F)F)C=C1C=1C=NC(=NC1)C ((R)-6-(3-Hydroxypyrrolidin-1-yl)-5-(2-methylpyrimidin-5-yl)-N-(4-(trifluoromethoxy)phenyl)nicotinamide). RXN SMILES: Br[C:2]1[C:3]([N:22]2[CH2:26][CH2:25][C@@H:24]([OH:27])[CH2:23]2)=[N:4][CH:5]=[C:6]([CH:21]=1)[C:7]([NH:9][C:10]1[CH:15]=[CH:14][C:13]([O:16][C:17]([F:20])([F:19])[F:18])=[CH:12][CH:11]=1)=[O:8].[CH3:28][C:29]1[N:34]=[CH:33][C:32](B2OC(C)(C)C(C)(C)O2)=[CH:31][N:30]=1.C([O-])([O-])=O.[Na+].[Na+].COCCOC>Cl[Pd](Cl)([P](C1C=CC=CC=1)(C1C=CC=CC=1)C1C=CC=CC=1)[P](C1C=CC=CC=1)(C1C=CC=CC=1)C1C=CC=CC=1.O.CCO>[OH:27][C@@H:24]1[CH2:25][CH2:26][N:22]([C:3]2[C:2]([C:32]3[CH:31]=[N:30][C:29]([CH3:28])=[N:34][CH:33]=3)=[CH:21][C:6]([C:7]([NH:9][C:10]3[CH:15]=[CH:14][C:13]([O:16][C:17]([F:20])([F:19])[F:18])=[CH:12][CH:11]=3)=[O:8])=[CH:5][N:4]=2)[CH2:23]1 |f:2.3.4,^1:58,77|. Procedure details: (R)-5-Bromo-6-(3-hydroxypyrrolidin-1-yl)-N-(4-(trifluoromethoxy)phenyl)nicotinamide (Stage 35.1, 60 mg, 0.134 mmol), 2-methyl-5-(4,4,5,5-tetramethyl-1,3,2-dioxaborolan-2-yl)pyrimidine (44.4 mg, 0.202 mmol), Pd(PPh3)2Cl2 (9.44 mg, 0.013 mmol) and Na2CO3 (42.8 mg, 0.403 mmol) were added to a MW vial and treated with DME (570 μL), EtOH (81 μL) and water (163 μL). The vial was sealed, evacuated/purged with argon, and subjected to MW irradiation at 80° C. with stirring for 2 h, diluted with THF (1 mL... The reactants are [H-].[Al+3].[Li+].[H-].[H-].[H-] (lithium aluminium hydride), [Cl-].[Al+3].[Cl-].[Cl-] (aluminium chloride), C(#N)CCCC1=CC=C(C=C1)CCCC#N (1,4-bis(3-cyanopropyl)benzene), [OH-].[Na+] (sodium hydroxide), [OH-].[Na+] (sodium hydroxide). Solvent: O1CCCC1 (tetrahydrofuran), C(C)OCC (ethyl ether), O (water), O1CCCC1 (tetrahydrofuran), O (water). Conditions: time 10 minute. Product: NCCCCC1=CC=C(C=C1)CCCCN (1,4-bis(4-aminobutyl)benzene). Isolated yield 101.5%. Reaction SMILES: [H-].[Al+3].[Li+].[H-].[H-].[H-].[Cl-].[Al+3].[Cl-].[Cl-].[C:11]([CH2:13][CH2:14][CH2:15][C:16]1[CH:21]=[CH:20][C:19]([CH2:22][CH2:23][CH2:24][C:25]#[N:26])=[CH:18][CH:17]=1)#[N:12].[OH-].[Na+]>O1CCCC1.C(OCC)C.O>[NH2:12][CH2:11][CH2:13][CH2:14][CH2:15][C:16]1[CH:17]=[CH:18][C:19]([CH2:22][CH2:23][CH2:24][CH2:25][NH2:26])=[CH:20][CH:21]=1 |f:0.1.2.3.4.5,6.7.8.9,11.12|. Procedure: To a solution of 2.01 g lithium aluminium hydride in 24 ml of tetrahydrofuran was added dropwise a solution of 7.04 g aluminium chloride in 36 ml of ethyl ether at a room temperature for 10 minutes, and after stirring for 10 minutes, a solution of 5.09 g 1,4-bis(3-cyanopropyl)benzene in 48 ml of tetrahydrofuran was added dropwise over 30 minutes, and the mixture was stirred for 5 hours. To the reaction mixture were successively added 2.0 ml of water, 15% sodium hydroxide aqueous solution and a s...